From a dataset of the Open Reaction Database (ORD), a public repository of structured organic reaction records. describe an organic reaction: reactants, conditions, products, and yield Starting materials: CC(=O)O[BH-](OC(C)=O)OC(C)=O, C1COCCN1, O=Cc1cc2c(Oc3ccc(NC(=O)Nc4ccc(F)cc4)cc3)ncnc2[nH]1, C1CCOC1. The product is O=C(Nc1ccc(F)cc1)Nc1ccc(Oc2ncnc3[nH]c(CN4CCOCC4)cc23)cc1. Reaction SMILES: [C:7]([O:8][BH-:9]([O:10][C:11](=[O:12])[CH3:13])[O:14][C:15](=[O:16])[CH3:17])(=[O:18])[CH3:19].[CH2:1]1[CH2:2][O:3][CH2:4][CH2:5][NH:6]1.[F:20][c:21]1[cH:22][cH:23][c:24]([NH:27][C:28](=[O:29])[NH:30][c:31]2[cH:32][cH:33][c:34]([O:37][c:38]3[c:39]4[c:40]([n:41][cH:42][n:43]3)[nH:44][c:45]([CH:47]=[O:48])[cH:46]4)[cH:35][cH:36]2)[cH:25][cH:26]1.[O:49]1[CH2:50][CH2:51][CH2:52][CH2:53]1>>[CH2:1]1[CH2:2][O:3][CH2:4][CH2:5][N:6]1[CH2:47][c:45]1[nH:44][c:40]2[c:39]([c:38]([O:37][c:34]3[cH:33][cH:32][c:31]([NH:30][C:28]([NH:27][c:24]4[cH:23][cH:22][c:21]([F:20])[cH:26][cH:25]4)=[O:29])[cH:36][cH:35]3)[n:43][cH:42][n:41]2)[cH:46]1. The product is O=C(O)CN(CCNS(=O)(=O)c1ccccc1[N+](=O)[O-])C(=O)Cn1ccc(NC(=O)OC(c2ccccc2)c2ccccc2)nc1=O. Reaction SMILES: [CH2:1]([CH3:2])[O:3][C:4]([CH2:5][N:6]([CH2:7][CH2:8][NH:9][S:10](=[O:11])(=[O:12])[c:13]1[c:14]([N+:19](=[O:20])[O-:21])[cH:15][cH:16][cH:17][cH:18]1)[C:22]([CH2:23][n:24]1[c:25](=[O:26])[n:27][c:28]([NH:29][C:30](=[O:31])[O:32][CH:33]([c:34]2[cH:35][cH:36][cH:37][cH:38][cH:39]2)[c:40]2[cH:41][cH:42][cH:43][cH:44][cH:45]2)[cH:46][cH:47]1)=[O:48])=[O:49].[CH2:55]1[O:56][CH2:57][CH2:58][CH2:59]1.[Cl-:54].[ClH:52].[Li+:50].[Na+:53].[OH-:51].[OH2:60]>>[O:3]=[C:4]([CH2:5][N:6]([CH2:7][CH2:8][NH:9][S:10](=[O:11])(=[O:12])[c:13]1[c:14]([N+:19](=[O:20])[O-:21])[cH:15][cH:16][cH:17][cH:18]1)[C:22]([CH2:23][n:24]1[c:25](=[O:26])[n:27][c:28]([NH:29][C:30](=[O:31])[O:32][CH:33]([c:34]2[cH:35][cH:36][cH:37][cH:38][cH:39]2)[c:40]2[cH:41][cH:42][cH:43][cH:44][cH:45]2)[cH:46][cH:47]1)=[O:48])[OH:49]. The reactants are CCOC(=O)CN(CCNS(=O)(=O)c1ccccc1[N+](=O)[O-])C(=O)Cn1ccc(NC(=O)OC(c2ccccc2)c2ccccc2)nc1=O, C1CCOC1, [Cl-], Cl, [Li+], [Na+], [OH-], O. Starting materials: solution, C(C)[Mg]Br (ethyl magnesium bromide), CCOCC (ether), BrC=1C=C(C=CC1)N(C=O)C (N-(3-bromo-phenyl)-N-methyl-formamide), BrC=1C=C(C=CC1)N(C=O)C (N-(3-bromo-phenyl)-N-methyl-formamide), titanium tetra-iso-propoxide, C(C)(=O)OCC (ethyl acetate). Run in CCCCCC (hexane), O1CCCC1 (tetrahydrofuran). Product: BrC=1C=C(C=CC1)N(C)C1CC1 ((3-Bromo-phenyl)-cyclopropyl-methyl-amine). Yield: 15.0%. As a reaction SMILES: [Br:1][C:2]1[CH:3]=[C:4]([N:8]([CH3:11])[CH:9]=O)[CH:5]=[CH:6][CH:7]=1.[CH2:12]([Mg]Br)[CH3:13].CCOCC.C(OCC)(=O)C>O1CCCC1.CCCCCC>[Br:1][C:2]1[CH:3]=[C:4]([N:8]([CH:9]2[CH2:13][CH2:12]2)[CH3:11])[CH:5]=[CH:6][CH:7]=1. Procedure details: A stirred, cooled (0° C.) solution of N-(3-bromo-phenyl)-N-methyl-formamide (Intermediate 112, 2.6 g, 9.7 mmol) and titanium tetra-iso-propoxide (3.9 mL, 10.67 mmol) in tetrahydrofuran (40 mL) was treated with a 3M solution of ethyl magnesium bromide in ether (8.08 mL, 24.25 mmol) under argon and the resulting reaction mixture was allowed to warm to ambient temperature gradually and refluxed at 55° C. overnight. It was then cooled in an ice-bath, quenched with saturated aqueous ammonium chloride... Reactants: C(C1=CC=CC=C1)N1CCC(CC1)=O (1-benzyl-4-piperidone), COC1=CC=C(C=C1)N (4-methoxy-phenyl amine), FC1=CC=C(C=C1)N1CNC(C12CCNCC2)=O (1-(4-fluoro-phenyl)-1,3,8-triaza-spiro[4.5]decan-4-one). Product: COC1=CC=C(C=C1)N1CNC(C12CCNCC2)=O (1-(4-Methoxy-phenyl)-1,3,8-triaza-spiro[4.5]decan-4-one). As a reaction SMILES: C(N1CCC(=O)CC1)C1C=CC=CC=1.[CH3:15][O:16][C:17]1[CH:22]=[CH:21][C:20]([NH2:23])=[CH:19][CH:18]=1.FC1C=CC(N2[C:35]3([CH2:40][CH2:39][NH:38][CH2:37][CH2:36]3)[C:34](=[O:41])[NH:33][CH2:32]2)=CC=1>>[CH3:15][O:16][C:17]1[CH:22]=[CH:21][C:20]([N:23]2[C:35]3([CH2:40][CH2:39][NH:38][CH2:37][CH2:36]3)[C:34](=[O:41])[NH:33][CH2:32]2)=[CH:19][CH:18]=1. Reported procedure: This compound was prepared from 1-benzyl-4-piperidone and 4-methoxy-phenyl amine in analogy of the procedure described for the synthesis of 1-(4-fluoro-phenyl)-1,3,8-triaza-spiro[4.5]decan-4-one. 1-(4-Methoxy-phenyl)-1,3,8-triaza-spiro[4.5]decan-4-one was obtained as colorless solid: MS (ISP): 262.1 MH+. Reactants: B, Cc1cc(Br)ccc1C(=O)O, O=C([O-])[O-], CSC, [K+], [K+], C1CCOC1. The product is Cc1cc(Br)ccc1CO. As a reaction SMILES: [BH3:15].[Br:1][c:2]1[cH:3][c:4]([CH3:11])[c:5]([C:6](=[O:7])[OH:8])[cH:9][cH:10]1.[C:16](=[O:17])([O-:18])[O-:19].[CH3:12][S:13][CH3:14].[K+:20].[K+:21].[O:22]1[CH2:23][CH2:24][CH2:25][CH2:26]1>>[Br:1][c:2]1[cH:3][c:4]([CH3:11])[c:5]([CH2:6][OH:7])[cH:9][cH:10]1. The reactants are OC=1C=C(OCC(C)=O)C=CC1 ((3-hydroxyphenoxy)acetone), [OH-].[K+] (potassium hydroxide), Cl (hydrochloric acid). Reaction conditions: temperature 5 celsius. Yields the product CC1=COC2=C1C=CC(=C2)O (3-methyl-6-hydroxybenzofuran). Isolated yield 60.4%. Reaction SMILES: [OH:1][C:2]1[CH:3]=[C:4]([CH:10]=[CH:11][CH:12]=1)[O:5][CH2:6][C:7](=O)[CH3:8].[OH-].[K+].Cl>>[CH3:8][C:7]1[C:10]2[CH:11]=[CH:12][C:2]([OH:1])=[CH:3][C:4]=2[O:5][CH:6]=1 |f:1.2|. Reported procedure: 3 g (18 mmol) of (3-hydroxyphenoxy)acetone and 400 ml of a 0.1M potassium hydroxide solution are introduced into a 1 l three-necked flask equipped with a reflux condenser. Heating is carried out at reflux for 6 hours. The reaction mixture is cooled to 5° C., a molar hydrochloric acid solution is added, in order to obtain a pH of approximately 5, and extraction is carried out with ethyl ether (3×150 ml). The organic phases are combined, dried over magnesium sulphate and concentrated. The residue ... The reactants are COc1cc2nccc(CN3CCc4c(C(=O)O)cccc4C3=O)c2cc1OC, CN(C)C=O, O=C(Cl)C(=O)Cl, ClCCl. Yields the product COc1cc2nccc(CN3CCc4c(C(=O)Cl)cccc4C3=O)c2cc1OC. Reaction SMILES: [CH3:1][O:2][c:3]1[cH:4][c:5]2[c:6]([CH2:15][N:16]3[C:17](=[O:29])[c:18]4[cH:19][cH:20][cH:21][c:22]([C:26](=[O:27])[OH:28])[c:23]4[CH2:24][CH2:25]3)[cH:7][cH:8][n:9][c:10]2[cH:11][c:12]1[O:13][CH3:14].[CH3:30][N:31]([CH3:32])[CH:33]=[O:34].[Cl:35][C:36]([C:37]([Cl:38])=[O:39])=[O:40].[Cl:41][CH2:42][Cl:43]>>[CH3:1][O:2][c:3]1[cH:4][c:5]2[c:6]([CH2:15][N:16]3[C:17](=[O:29])[c:18]4[cH:19][cH:20][cH:21][c:22]([C:26](=[O:27])[Cl:35])[c:23]4[CH2:24][CH2:25]3)[cH:7][cH:8][n:9][c:10]2[cH:11][c:12]1[O:13][CH3:14].